Dataset: the Open Reaction Database (ORD), a public repository of structured organic reaction records. Task: describe an organic reaction: reactants, conditions, products, and yield Starting materials: C(C=1C(O)=CC=CC1)=O (salicylaldehyde), [OH-].[K+] (potassium hydroxide), C(C(=O)C1=CC=CC=C1)Cl (phenacyl chloride), [OH-].[K+] (potassium hydroxide). Run in C(C)O (ethanol). Run at time 2 hour. Product: C(C1=CC=CC=C1)(=O)C1=CC2=C(O1)C=CC=C2 (2-benzoylbenzo[b]furan). Yield: 70.0%. Reaction SMILES: [CH:1](=O)[C:2]1[C:3](=[CH:5][CH:6]=[CH:7][CH:8]=1)[OH:4].[OH-].[K+].[CH2:12](Cl)[C:13]([C:15]1[CH:20]=[CH:19][CH:18]=[CH:17][CH:16]=1)=[O:14]>C(O)C>[C:13]([C:12]1[O:4][C:3]2[CH:5]=[CH:6][CH:7]=[CH:8][C:2]=2[CH:1]=1)(=[O:14])[C:15]1[CH:20]=[CH:19][CH:18]=[CH:17][CH:16]=1 |f:1.2|. Procedure details: 24.4 g of salicylaldehyde and 300 ml of ethanol are mixed with 11.6 g of potassium hydroxide. The resulting suspension is agitated at room temperature until the potassium hydroxide is completely dissolved. Subsequently, 31 g of phenacyl chloride are added in portions to the solution, and the batch is heated under stirring in a reflux condenser for 2 hours. The crystals precipitated while cooling down to room temperature are filtered by suction, washed with water, and recrystallized from methanol...